Dataset: the Open Reaction Database (ORD), a public repository of structured organic reaction records. Task: describe an organic reaction: reactants, conditions, products, and yield Starting materials: CN(C(=O)OC)CC(C1=CC=C(C=C1)Cl)=NN (2-(N-methyl-N-(methoxycarbonyl)-amino)-4′-chloroacetophenone hydrazone), CC(C)([O-])C.[K+] (potassium tert-butoxide). Solvent: O1CCCC1 (tetrahydrofuran), O1CCCC1 (tetrahydrofuran). Yields the product ClC1=CC=C(C=C1)C=1CN(C(NN1)=O)C (6-(4-chlorophenyl)-4-methyl-4,5-dihydro-1,2,4-triazin-3-one). Yield: 50.2%. As a reaction SMILES: [CH3:1][N:2]([CH2:7][C:8](=[N:16][NH2:17])[C:9]1[CH:14]=[CH:13][C:12]([Cl:15])=[CH:11][CH:10]=1)[C:3](OC)=[O:4].CC(C)([O-])C.[K+]>O1CCCC1>[Cl:15][C:12]1[CH:13]=[CH:14][C:9]([C:8]2[CH2:7][N:2]([CH3:1])[C:3](=[O:4])[NH:17][N:16]=2)=[CH:10][CH:11]=1 |f:1.2|. Reported procedure: 68.24 g (267 mmol) of 2-(N-methyl-N-(methoxycarbonyl)-amino)-4′-chloroacetophenone hydrazone was dissolved in 400 ml of tetrahydrofuran. To this solution was added 30 ml of 20% potassium tert-butoxide in tetrahydrofuran. The resulting reaction mixture was refluxed for two hours, concentrated in vacuo, slurried in 500 ml of 50/50 diethyl ether/hexanes and filtered. The golden solid was washed with water and dried yielding 30 g of the title compound, mp 195–197° C. The reactants are COC1=CC=C(C(=O)NC2=C3N=CN(C3=NC=N2)CC(=O)OC(C)(C)C)C=C1 (N6-(4-methoxybenzoyl)-9-(t-butoxycarbonylmethyl) adenine), C(=O)(C(F)(F)F)O (TFA). Solvent: ClCCl (dichloromethane). Product: COC1=CC=C(C(=O)NC2=C3N=CN(C3=NC=N2)C=C=O)C=C1 (N6-(4-methoxybenzoyl)-9-(carbonylmethyl) adenine). Isolated yield 82.4%. RXN SMILES: [CH3:1][O:2][C:3]1[CH:28]=[CH:27][C:6]([C:7]([NH:9][C:10]2[N:18]=[CH:17][N:16]=[C:15]3[C:11]=2[N:12]=[CH:13][N:14]3[CH2:19][C:20](OC(C)(C)C)=[O:21])=[O:8])=[CH:5][CH:4]=1.C(O)(C(F)(F)F)=O>ClCCl>[CH3:1][O:2][C:3]1[CH:4]=[CH:5][C:6]([C:7]([NH:9][C:10]2[N:18]=[CH:17][N:16]=[C:15]3[C:11]=2[N:12]=[CH:13][N:14]3[CH:19]=[C:20]=[O:21])=[O:8])=[CH:27][CH:28]=1. Reported procedure: After 27.03 g(0.20 mol) of adenine was dissolved in 500 ml of pyridine, 34.12 g(0.20 mol) of p-anisole chloride was added slowly over 55 minutes, and reacted for 4 hours at 100° C. with stirring. Then, the reaction temperature was lowered to room temperature, further reacted overnight with constant stirring, and removed pyridine by distilling under reduced vacuum. The resulting crude compound was recrystallized in isopropanol and methanol respectively, to give 33.7 g(0.13 mol) of white powder of... As a reaction SMILES: [ClH:19].[O:1]=[S:2]1(=[O:18])[NH:3][C:4](=[O:17])[NH:5][c:6]2[c:7]1[cH:8][c:9]([NH:12][S:13](=[O:14])(=[O:15])[CH3:16])[cH:10][cH:11]2.[OH2:20]>>[O:1]=[S:2]([NH2:3])([c:7]1[c:6]([NH2:5])[cH:11][cH:10][c:9]([NH:12][S:13](=[O:14])(=[O:15])[CH3:16])[cH:8]1)=[O:18]. The product is CS(=O)(=O)Nc1ccc(N)c(S(N)(=O)=O)c1. The reactants are Cl, CS(=O)(=O)Nc1ccc2c(c1)S(=O)(=O)NC(=O)N2, O.